Dataset: the Open Reaction Database (ORD), a public repository of structured organic reaction records. Task: describe an organic reaction: reactants, conditions, products, and yield Starting materials: COC1=CC=C2C(=C(CC2=C1)C1=CC=C(C=C1)OC)C1=CC=C(OC[C@H](C)N2C[C@@H](CC2)C)C=C1 ((R)-1-((S)-1-(4-(6-methoxy-2-(4-methoxyphenyl)-1H-inden-3-yl)phenoxy)propan-2-yl)-3-methylpyrrolidine), C(C)(=O)OCC (ethyl acetate). Reagents/catalysts: [Pd] (Pd/C). Solvent: C(C)O (ethanol). Conditions: time 25 hour. Product: COC=1C=C2CC(C(C2=CC1)C1=CC=C(OC[C@H](C)N2C[C@@H](CC2)C)C=C1)C1=CC=C(C=C1)OC ((3R)-1-((2S)-1-(4-(5-methoxy-2-(4-methoxyphenyl)-2,3-dihydro-1H-inden-1-yl)phenoxy)propan-2-yl)-3-methylpyrrolidine). Isolated yield 85.6%. RXN SMILES: [CH3:1][O:2][C:3]1[CH:11]=[C:10]2[C:6]([C:7]([C:20]3[CH:35]=[CH:34][C:23]([O:24][CH2:25][C@@H:26]([N:28]4[CH2:32][CH2:31][C@@H:30]([CH3:33])[CH2:29]4)[CH3:27])=[CH:22][CH:21]=3)=[C:8]([C:12]3[CH:17]=[CH:16][C:15]([O:18][CH3:19])=[CH:14][CH:13]=3)[CH2:9]2)=[CH:5][CH:4]=1.C(OCC)(=O)C>[Pd].C(O)C>[CH3:1][O:2][C:3]1[CH:11]=[C:10]2[C:6](=[CH:5][CH:4]=1)[CH:7]([C:20]1[CH:21]=[CH:22][C:23]([O:24][CH2:25][C@@H:26]([N:28]3[CH2:32][CH2:31][C@@H:30]([CH3:33])[CH2:29]3)[CH3:27])=[CH:34][CH:35]=1)[CH:8]([C:12]1[CH:17]=[CH:16][C:15]([O:18][CH3:19])=[CH:14][CH:13]=1)[CH2:9]2. Procedure: A mixture of (R)-1-((S)-1-(4-(6-methoxy-2-(4-methoxyphenyl)-1H-inden-3-yl)phenoxy)propan-2-yl)-3-methylpyrrolidine (400 mg, 0.85 mmol), 10% Pd/C (350 mg, 0.33 mmol), ethyl acetate (8 mL), and ethanol (8 mL) was shaken at 65 psi of H2 for 25 h. The sides of the reaction vessel were rinsed (4 mL, 1:1 EtOAc/EtOH), and the mixture was shaken at 65 psi of H2 for an additional 22.5 h. The reaction was filtered through Celite. The Celite was washed (200 mL, 1:1 EtOAc/EtOH), and the filtrate was concent... Reactants: C(C1=CC=CC=C1)OCCOCCOC1=CC=C(C=C1)C(C(CCOC1OCCCC1)C1=CC=CC=C1)=O (1-{4-[2-(2-benzyloxyethoxy)ethoxy]phenyl}-2-phenyl-4-(tetrahydropyran-2-yloxy)butan-1-one), O1C(CCCC1)OC=1C=C(C=CC1)Br (3-(tetrahydropyran-2-yloxy)phenyl bromide). The product is C(C1=CC=CC=C1)OCCOCCOC1=CC=C(C=C1)C(C(CCOC1OCCCC1)C1=CC=CC=C1)(O)C1=CC(=CC=C1)OC1OCCCC1 (1-{4-[2-(2-Benzyloxyethoxy)ethoxy]phenyl}-2-phenyl-4-(tetrahydropyran-2-yloxy)-1-[3-(tetrahydropyran-2-yloxy)phenyl]butan-1-ol). Reaction SMILES: [CH2:1]([O:8][CH2:9][CH2:10][O:11][CH2:12][CH2:13][O:14][C:15]1[CH:20]=[CH:19][C:18]([C:21](=[O:38])[CH:22]([C:32]2[CH:37]=[CH:36][CH:35]=[CH:34][CH:33]=2)[CH2:23][CH2:24][O:25][CH:26]2[CH2:31][CH2:30][CH2:29][CH2:28][O:27]2)=[CH:17][CH:16]=1)[C:2]1[CH:7]=[CH:6][CH:5]=[CH:4][CH:3]=1.[O:39]1[CH2:44][CH2:43][CH2:42][CH2:41][CH:40]1[O:45][C:46]1[CH:47]=[C:48](Br)[CH:49]=[CH:50][CH:51]=1>>[CH2:1]([O:8][CH2:9][CH2:10][O:11][CH2:12][CH2:13][O:14][C:15]1[CH:20]=[CH:19][C:18]([C:21]([C:50]2[CH:49]=[CH:48][CH:47]=[C:46]([O:45][CH:40]3[CH2:41][CH2:42][CH2:43][CH2:44][O:39]3)[CH:51]=2)([OH:38])[CH:22]([C:32]2[CH:37]=[CH:36][CH:35]=[CH:34][CH:33]=2)[CH2:23][CH2:24][O:25][CH:26]2[CH2:31][CH2:30][CH2:29][CH2:28][O:27]2)=[CH:17][CH:16]=1)[C:2]1[CH:7]=[CH:6][CH:5]=[CH:4][CH:3]=1. Procedure details: is prepared by using the method described in the example 4e starting from 1-{4-[2-(2-benzyloxyethoxy)ethoxy]phenyl}-2-phenyl-4-(tetrahydropyran-2-yloxy)butan-1-one (10 g, 19.2 mmol) and 3-(tetrahydropyran-2-yloxy)phenyl bromide (9.8 g, 38 mmol). The product is purified by flash chromatography with toluene-methanol (50:1) as eluent. Yield 5.7 g, 43%. The reactants are BrCC1=C(C=C(C(=O)O)C=C1)Cl (4-(bromomethyl)-3-chlorobenzoic acid), Cl (HCl), [C-]#N.[Na+] (NaCN). Run in CN(C)C=O (DMF), O (H2O). Run at temperature 80 celsius. The product is ClC=1C=C(C(=O)Cl)C=CC1CC#N (3-chloro-4-(cyanomethyl)benzoyl chloride). As a reaction SMILES: Br[CH2:2][C:3]1[CH:11]=[CH:10][C:6]([C:7]([OH:9])=O)=[CH:5][C:4]=1[Cl:12].[C-:13]#[N:14].[Na+].[ClH:16]>CN(C=O)C.O>[Cl:12][C:4]1[CH:5]=[C:6]([CH:10]=[CH:11][C:3]=1[CH2:2][C:13]#[N:14])[C:7]([Cl:16])=[O:9] |f:1.2|. Reported procedure: A suspension of 4-(bromomethyl)-3-chlorobenzoic acid (4.0 g, 16 mmol) in DMF (120 mL) and H2O (40 mL) was treated with NaCN (2.4 g, 49 mmol) and heated to 80° C. for 2 h. The mixture was cooled to rt and acidified with 1N HCl. The aqueous mixture was extracted with CH2Cl2 (3×25 mL). The combined organic layers were concentrated under reduced pressure and dissolved in MTBE. The organic mixture was washed with H2O and brine (3×25 mL), dried over MgSO4, filtered and concentrated to afford 3-chloro-... Reactants: C(C)(C)(C)OC(=O)N[C@H](C(=O)N[C@H](C(=O)O)CC1=CC(=C(C=C1)OCC(=O)OC)C(=O)OC)CC1=CC=CC=C1 ((2S)-2-({(2S)-2-[(tert-butoxycarbonyl)amino]-3-phenylpropanoyl}amino)-3-[3-(methoxycarbonyl)-4-(2-methoxy-2-oxoethoxy)phenyl]propanoic acid), C(CCCC)NCCCCC (dipentylamine). Yields the product C(C)(C)(C)OC(=O)NC(C(=O)NC(CC=1C=CC(=C(C(=O)O)C1)OCC(=O)O)C(=O)N(CCCCC)CCCCC)CC1=CC=CC=C1 (5-[2-({2-[(tert-Butoxycarbonyl)amino]-3-phenylpropanoyl}amino)-3-(dipentylamino)-3-oxopropyl]-2-(carboxymethoxy)benzoic Acid). Isolated yield 53.1%. RXN SMILES: [C:1]([O:5][C:6]([NH:8][C@@H:9]([CH2:34][C:35]1[CH:40]=[CH:39][CH:38]=[CH:37][CH:36]=1)[C:10]([NH:12][C@@H:13]([CH2:17][C:18]1[CH:23]=[CH:22][C:21]([O:24][CH2:25][C:26]([O:28]C)=[O:27])=[C:20]([C:30]([O:32]C)=[O:31])[CH:19]=1)[C:14](O)=[O:15])=[O:11])=[O:7])([CH3:4])([CH3:3])[CH3:2].[CH2:41]([NH:46][CH2:47][CH2:48][CH2:49][CH2:50][CH3:51])[CH2:42][CH2:43][CH2:44][CH3:45]>>[C:1]([O:5][C:6]([NH:8][CH:9]([CH2:34][C:35]1[CH:40]=[CH:39][CH:38]=[CH:37][CH:36]=1)[C:10]([NH:12][CH:13]([C:14]([N:46]([CH2:47][CH2:48][CH2:49][CH2:50][CH3:51])[CH2:41][CH2:42][CH2:43][CH2:44][CH3:45])=[O:15])[CH2:17][C:18]1[CH:23]=[CH:22][C:21]([O:24][CH2:25][C:26]([OH:28])=[O:27])=[C:20]([CH:19]=1)[C:30]([OH:32])=[O:31])=[O:11])=[O:7])([CH3:4])([CH3:2])[CH3:3]. Reported procedure: Synthesis was performed from (2S)-2-({(2S)-2-[(tert-butoxycarbonyl)amino]-3-phenylpropanoyl}amino)-3-[3-(methoxycarbonyl)-4-(2-methoxy-2-oxoethoxy)phenyl]propanoic acid (100 mg, 0.18 mmol) and dipentylamine (46 mg, 0.29 mmol) according to Method C with HPLC purification to give the title compound (64 mg). 1H-NMR (400 MHz, CD3OD) δ 0.90 (m, 6H) 1.14-1.53 (m, 21H) 2.65-2.82 (m, 1H) 2.86-3.38 (m, 7H) 4.30 (m, 1H) 4.80 (d, 2H) 4.94 (m, 1H) 7.02 (m, 1H) 7.21 (m, 5H) 7.35-7.35 (dd, 1H) 7.76 (dd, 1H); ... Starting materials: N1C=CC2=CC=CC=C12 (indole), C(C(=O)Cl)(=O)Cl (oxalyl chloride). Yields the product N1C=C(C2=CC=CC=C12)C(C(=O)Cl)=O (3-indoleglyoxylyl chloride). RXN SMILES: [NH:1]1[C:9]2[C:4](=[CH:5][CH:6]=[CH:7][CH:8]=2)[CH:3]=[CH:2]1.[C:10](Cl)(=[O:14])[C:11]([Cl:13])=[O:12]>>[NH:1]1[C:9]2[C:4](=[CH:5][CH:6]=[CH:7][CH:8]=2)[C:3]([C:10](=[O:14])[C:11]([Cl:13])=[O:12])=[CH:2]1. Procedure: reacting indole with oxalyl chloride to give 3-indoleglyoxylyl chloride; Starting materials: C(C1=CC=CC=C1)(=O)CC(=O)OCC (Ethyl benzoylacetate), C(CO)O (ethylene glycol), C1(=CC=CC=C1)C (toluene), compound 79u. Run at time 24 hour. The product is O=C(CC(=O)OCC1=CC=CC=C1)C1CCCCC1 (Benzyl 3-oxo-3-cyclohexylproionate). Yield: 45.0%. As a reaction SMILES: [C:1]([CH2:9][C:10]([O:12][CH2:13][CH3:14])=[O:11])(=[O:8])[C:2]1[CH:7]=[CH:6][CH:5]=[CH:4][CH:3]=1.C(O)CO.[C:19]1(C)[CH:24]=[CH:23]C=[CH:21][CH:20]=1>>[O:8]=[C:1]([CH:2]1[CH2:7][CH2:6][CH2:5][CH2:4][CH2:3]1)[CH2:9][C:10]([O:12][CH2:13][C:14]1[CH:23]=[CH:24][CH:19]=[CH:20][CH:21]=1)=[O:11]. Procedure details: To prepare compound 79u, a transesterification reaction shown schematically in FIG. 10 was used. Ethyl benzoylacetate (1.92 g, 10 mmol) and ethylene glycol (0.621 g, 10 mmol) in toluene (10 mL) were heated with stirring for 24 h. The solvent was removed, and the residue was chromatographed (silica 60, petroleum ether-ethyl acetate (3:1)) to give 0.946 g of the desired product, yield: 45%. The 1HNMR data are set forth below. Reactants: solution B, BrC=1C=C(C=CC1Cl)NC=1C2=C(N=CN1)C=NC(=C2)NC(CP(OCC)(OCC)=O)=O (diethyl 2-(4-(3-bromo-4-chlorophenylamino)pyrido[3,4-d]pyrimidin-6-ylamino)-2-oxoethylphosphonate), [OH-].[K+] (KOH), solution B, solution A, [Li+].[Cl-] (LiCl), Cl (HCl), solution A, C(C)OC(CN(C)C)OCC (2,2-diethoxy-N,N-dimethylethanamine). Run in C1CCOC1 (THF), O (water), CC(=O)N(C)C (DMA), O (water), C(Cl)Cl.CO (DCM MeOH), Petroleum ether, O (water). Run at temperature 40 celsius, time 21 hour. The product is BrC=1C=C(NC=2C3=C(N=CN2)C=NC(=C3)NC(\C=C\CN(C)C)=O)C=CC1Cl ((2E)-N-[4-(3-bromo-4-chloroanilino)pyrido[3,4-d]pyrimidin-6-yl]-4-(dimethylamino)-2-butenamide). Isolated yield 98.3%. Reaction SMILES: C(O[CH:4](OCC)[CH2:5][N:6]([CH3:8])[CH3:7])C.Cl.[OH-].[K+].[Br:15][C:16]1[CH:17]=[C:18]([NH:23][C:24]2[C:25]3[CH:33]=[C:32]([NH:34][C:35](=[O:45])[CH2:36]P(=O)(OCC)OCC)[N:31]=[CH:30][C:26]=3[N:27]=[CH:28][N:29]=2)[CH:19]=[CH:20][C:21]=1[Cl:22].[Li+].[Cl-]>O.C(Cl)Cl.CO.CC(N(C)C)=O.C1COCC1>[Br:15][C:16]1[CH:17]=[C:18]([CH:19]=[CH:20][C:21]=1[Cl:22])[NH:23][C:24]1[C:25]2[CH:33]=[C:32]([NH:34][C:35](=[O:45])/[CH:36]=[CH:4]/[CH2:5][N:6]([CH3:7])[CH3:8])[N:31]=[CH:30][C:26]=2[N:27]=[CH:28][N:29]=1 |f:2.3,5.6,8.9|. Reported procedure: To a stirred mixture of 2,2-diethoxy-N,N-dimethylethanamine (2.11 g, 13.1 mmol) and water (2.2 mL) at room temperature and under a nitrogen atmosphere was added an aq. 37% HCl (2.19 mL, 26.1 mmol). After addition the mixture was stirred at 40° C. (bath) for 21 h. It was cooled to 0° C. (bath). This is called solution A. KOH (1.87 g, 33.4 mmol) was dissolved in water (10 mL) at room temperature under a nitrogen atmosphere. It was cooled to 0° C. (bath). This is called solution B. To a stirred het...